Dataset: the Open Reaction Database (ORD), a public repository of structured organic reaction records. Task: describe an organic reaction: reactants, conditions, products, and yield As a reaction SMILES: [F:1][C:2]1[C:3]([O:13]C)=[CH:4][CH:5]=[C:6]2[C:11]=1[N:10]=[C:9]([CH3:12])[CH:8]=[CH:7]2.B(Br)(Br)Br.[OH-].[Na+]>ClCCl>[F:1][C:2]1[C:3]([OH:13])=[CH:4][CH:5]=[C:6]2[C:11]=1[N:10]=[C:9]([CH3:12])[CH:8]=[CH:7]2 |f:2.3|. Yields the product FC=1C(=CC=C2C=CC(=NC12)C)O (8-fluoro-2-methylquinolin-7-ol). Starting materials: [OH-].[Na+] (NaOH), FC=1C(=CC=C2C=CC(=NC12)C)OC (8-fluoro-7-methoxy-2-methylquinoline), solution, B(Br)(Br)Br (BBr3). Procedure details: A solution of 8-fluoro-7-methoxy-2-methylquinoline (0.57 g, 2.96 mmol) was stirred in dichloromethane (5 mL) and treated with a 1M solution of BBr3 in dichloromethane (15 mL). The resulting mixture was heated at reflux for 16 hours, then poured into crushed ice and basified with a 6N NaOH solution to pH 14. The organic layer was separated and the aqueous layer was further extracted with dichloromethane. The organic layer was pH adjusted to 6 with aqueous 6N HCl and extracted with ethyl acetate. ... Solvent: ClCCl (dichloromethane), ClCCl (dichloromethane). Isolated yield 20.4%. RXN SMILES: Cl.[CH3:2][C:3]1([CH3:21])[CH:11]2[CH:7]([CH2:8][NH:9][CH2:10]2)[C:6]([C:13]2[CH:18]=[CH:17][CH:16]=[CH:15][C:14]=2[O:19][CH3:20])([OH:12])[CH2:5][CH2:4]1.[NH:22]1[C:30]2[C:25](=[CH:26][CH:27]=[CH:28][CH:29]=2)[C:24]([CH2:31][C:32](O)=[O:33])=[CH:23]1>>[CH3:2][C:3]1([CH3:21])[CH:11]2[CH:7]([CH2:8][N:9]([C:32](=[O:33])[CH2:31][C:24]3[C:25]4[C:30](=[CH:29][CH:28]=[CH:27][CH:26]=4)[NH:22][CH:23]=3)[CH2:10]2)[C:6]([C:13]2[CH:18]=[CH:17][CH:16]=[CH:15][C:14]=2[O:19][CH3:20])([OH:12])[CH2:5][CH2:4]1 |f:0.1|. Reactants: Cl.CC1(CCC(C2CNCC12)(O)C1=C(C=CC=C1)OC)C ((3aRS,4RS,7aRS)-7,7-dimethyl-4-(2-methoxyphenyl)-4-perhydroisoindolol hydrochloride), N1C=C(C2=CC=CC=C12)CC(=O)O (3-indoleacetic acid). The product is CC1(CCC(C2CN(CC12)C(CC1=CNC2=CC=CC=C12)=O)(O)C1=C(C=CC=C1)OC)C ((3aRS,4RS,7aRS)-7,7-dimethyl-4-(2-methoxyphenyl)-2-(3-indolylacetyl)-4-perhydroisoindolol). Procedure details: By working according to the experimental procedure of Example 6, from 0.6 g of (3aRS,4RS,7aRS)-7,7-dimethyl-4-(2-methoxyphenyl)-4-perhydroisoindolol hydrochloride and 0.4 g of 3-indoleacetic acid, and after purification on a column of silica gel (particle size 0.04-0.06 mm, diameter 2.4 cm, height 15 cm), 0.17 g of (3aRS,4RS,7aRS)-7,7-dimethyl-4-(2-methoxyphenyl)-2-(3-indolylacetyl)-4-perhydroisoindolol is obtained, in the form of a white foam. Starting materials: COC(=O)C1=NC=CC(=C1)Br (4-bromo-pyridine-2-carboxylic acid methyl ester), ClC=1C=C(C=CC1Cl)B(O)O (3,4-dichlorophenyl boronic acid). Product: COC(=O)C1=NC=CC(=C1)C1=CC(=C(C=C1)Cl)Cl (4-(3,4-Dichloro-phenyl)-pyridine-2-carboxylic Acid Methyl Ester), solid. Yield: 10.0%. As a reaction SMILES: [CH3:1][O:2][C:3]([C:5]1[CH:10]=[C:9](Br)[CH:8]=[CH:7][N:6]=1)=[O:4].[Cl:12][C:13]1[CH:14]=[C:15](B(O)O)[CH:16]=[CH:17][C:18]=1[Cl:19]>>[CH3:1][O:2][C:3]([C:5]1[CH:10]=[C:9]([C:16]2[CH:15]=[CH:14][C:13]([Cl:12])=[C:18]([Cl:19])[CH:17]=2)[CH:8]=[CH:7][N:6]=1)=[O:4]. Reported procedure: The title compound, MS: m/e=281.0 (Me) was obtained as a light yellow solid (10% yield) by the reaction of 4-bromo-pyridine-2-carboxylic acid methyl ester with 3,4-dichlorophenyl boronic acid. Reactants: C(C)(C)NCC(=O)C1=CC(=C(C=C1)OC(=O)C1CC(C1)(C)C)O (3-hydroxy-4-(3,3-dimethylcyclobutanecarbonyloxy)phenyl isopropylaminomethyl ketone), C[O-].[Na+] (sodium methoxide), C1(=CC=CC=C1)[O-].[Na+] (sodium phenolate salt), C(C=CCC=C)(=O)Cl (2,5-hexadienoyl chloride). Product: C(C)(C)NCC(=O)C1=CC(=C(C=C1)OC(=O)C1CC(C1)(C)C)OC(C=CCC=C)=O (3-(2,5-hexadienoyloxy)-4-(3,3-dimethylcyclobutanecarbonyloxy)phenyl isopropylaminomethyl ketone). RXN SMILES: [CH:1]([NH:4][CH2:5][C:6]([C:8]1[CH:13]=[CH:12][C:11]([O:14][C:15]([CH:17]2[CH2:20][C:19]([CH3:22])([CH3:21])[CH2:18]2)=[O:16])=[C:10]([OH:23])[CH:9]=1)=[O:7])([CH3:3])[CH3:2].C[O-].[Na+].[C:27]1([O-:33])[CH:32]=[CH:31][CH:30]=[CH:29][CH:28]=1.[Na+].C(Cl)(=O)C=CCC=C>>[CH:1]([NH:4][CH2:5][C:6]([C:8]1[CH:13]=[CH:12][C:11]([O:14][C:15]([CH:17]2[CH2:20][C:19]([CH3:21])([CH3:22])[CH2:18]2)=[O:16])=[C:10]([O:23][C:27](=[O:33])[CH:28]=[CH:29][CH2:30][CH:31]=[CH2:32])[CH:9]=1)=[O:7])([CH3:3])[CH3:2] |f:1.2,3.4|. Procedure details: Following a procedure similar to that described in Example 2A above when 3-hydroxy-4-(3,3-dimethylcyclobutanecarbonyloxy)phenyl isopropylaminomethyl ketone is interacted with one equivalent of sodium methoxide and the resulting sodium phenolate salt is reacted with 2,5-hexadienoyl chloride there is obtained 3-(2,5-hexadienoyloxy)-4-(3,3-dimethylcyclobutanecarbonyloxy)phenyl isopropylaminomethyl ketone which reacts with hydrochloric acid to yield the hydrochloride salt. When this hydrochloride is... The reactants are Brc1ccnc(-c2ccncc2)n1, CNCC1CCN(C(=O)OC(C)(C)C)CC1, CCOC(C)=O, CCN(C(C)C)C(C)C, CN(C)C=O, O. Yields the product CN(CC1CCN(C(=O)OC(C)(C)C)CC1)c1ccnc(-c2ccncc2)n1. Reaction SMILES: [Br:17][c:18]1[n:19][c:20](-[c:24]2[cH:25][cH:26][n:27][cH:28][cH:29]2)[n:21][cH:22][cH:23]1.[C:1]([CH3:2])([CH3:3])([CH3:4])[O:5][C:6](=[O:7])[N:8]1[CH2:9][CH2:10][CH:11]([CH2:14][NH:15][CH3:16])[CH2:12][CH2:13]1.[CH3:45][CH2:46][O:47][C:48]([CH3:49])=[O:50].[CH:30]([N:31]([CH2:32][CH3:33])[CH:34]([CH3:35])[CH3:36])([CH3:37])[CH3:38].[O:40]=[CH:41][N:42]([CH3:43])[CH3:44].[OH2:39]>>[C:1]([CH3:2])([CH3:3])([CH3:4])[O:5][C:6](=[O:7])[N:8]1[CH2:9][CH2:10][CH:11]([CH2:14][N:15]([CH3:16])[c:18]2[n:19][c:20](-[c:24]3[cH:25][cH:26][n:27][cH:28][cH:29]3)[n:21][cH:22][cH:23]2)[CH2:12][CH2:13]1. Reactants: CC1=CC=C(C=C1)S(=O)(=O)O[C@@H]1C[C@@H](C1)NC(=O)OCC1=CC=CC=C1 (cis-3-(((benzyloxy)carbonyl)amino)cyclobutyl 4-methylbenzenesulfonate), O1C2=C(NC(C1)=O)N=CC=C2 (2H-pyrido[3,2-b][1,4]oxazin-3(4H)-one), C([O-])([O-])=O.[K+].[K+] (potassium carbonate). Run in CN(C)C=O (DMF), C(Cl)Cl (DCM). Conditions: temperature 50 celsius. Yields the product O=C1N(C2=C(OC1)C=CC=C2)[C@@H]2C[C@H](C2)NC(OCC2=CC=CC=C2)=O (benzyl (trans-3-(3-oxo-2H-benzo[b][1,4]oxazin-4(3H)-yl)cyclobutyl)carbamate). RXN SMILES: CC1C=CC(S(O[C@H:12]2[CH2:15][C@@H:14]([NH:16][C:17]([O:19][CH2:20][C:21]3[CH:26]=[CH:25][CH:24]=[CH:23][CH:22]=3)=[O:18])[CH2:13]2)(=O)=O)=CC=1.[O:27]1[CH2:32][C:31](=[O:33])[NH:30][C:29]2N=[CH:35][CH:36]=[CH:37][C:28]1=2.[C:38](=O)([O-])[O-].[K+].[K+]>CN(C=O)C.C(Cl)Cl>[O:33]=[C:31]1[CH2:32][O:27][C:28]2[CH:37]=[CH:36][CH:35]=[CH:38][C:29]=2[N:30]1[C@H:12]1[CH2:13][C@H:14]([NH:16][C:17](=[O:18])[O:19][CH2:20][C:21]2[CH:22]=[CH:23][CH:24]=[CH:25][CH:26]=2)[CH2:15]1 |f:2.3.4|. Reported procedure: To a solution of cis-3-(((benzyloxy)carbonyl)amino)cyclobutyl 4-methylbenzenesulfonate (0.563 g, 1.5 mmol) in DMF (3.00 ml) was added 2H-pyrido[3,2-b][1,4]oxazin-3(4H)-one (FSSI, 0.225 g, 1.500 mmol) and potassium carbonate (EMD, 0.415 g, 3.00 mmol). The resulting mixture was heated to 50° C. overnight. Reaction mixture was heated to 85° C. for 3 hr then at 110° C. overnight. Reaction mixture was diluted with DCM and washed with water and brine. Purification by Biotage (0-10% MeOH/DCM) produced ... Starting materials: ClC1=C(C(=CC=C1)C)C(=O)N[C@@H](CC1=CC=C(C=C1)C=1C(N(C(N(C1C)C)=O)C)=O)C(=O)O (N-[(2-chloro-6-methylphenyl)carbonyl]-4-(1,3,6-trimethyl-2,4-dioxo-5-pyrimidinyl)-L-phenylalanine), ICC (iodoethane). The product is C(C)OC([C@@H](NC(=O)C1=C(C=CC=C1C)Cl)CC1=CC=C(C=C1)C=1C(N(C(N(C1C)C)=O)C)=O)=O (N-[(2-chloro-6-methylphenyl)carbonyl]-4-(1,3,6-trimethyl-2,4-dioxo-5-pyrimidinyl)-L-phenylalanine ethyl ester). RXN SMILES: [Cl:1][C:2]1[CH:7]=[CH:6][CH:5]=[C:4]([CH3:8])[C:3]=1[C:9]([NH:11][C@H:12]([C:31]([OH:33])=[O:32])[CH2:13][C:14]1[CH:19]=[CH:18][C:17]([C:20]2[C:21](=[O:30])[N:22]([CH3:29])[C:23](=[O:28])[N:24]([CH3:27])[C:25]=2[CH3:26])=[CH:16][CH:15]=1)=[O:10].I[CH2:35][CH3:36]>>[CH2:35]([O:32][C:31](=[O:33])[C@H:12]([CH2:13][C:14]1[CH:15]=[CH:16][C:17]([C:20]2[C:21](=[O:30])[N:22]([CH3:29])[C:23](=[O:28])[N:24]([CH3:27])[C:25]=2[CH3:26])=[CH:18][CH:19]=1)[NH:11][C:9]([C:3]1[C:4]([CH3:8])=[CH:5][CH:6]=[CH:7][C:2]=1[Cl:1])=[O:10])[CH3:36]. Procedure: N-[(2-chloro-6-methylphenyl)carbonyl]-4-(1,3,6-trimethyl-2,4-dioxo-5-pyrimidinyl)-L-phenylalanine ethyl ester was prepared from N-[(2-chloro-6-methylphenyl)carbonyl]-4-(1,3,6-trimethyl-2,4-dioxo-5-pyrimidinyl)-L-phenylalanine and iodoethane using the general procedure described in example 27 and was obtained as an amorphous white solid. ES-HRMS m/e calcd for C26H28ClN3O5 (M+Na) 520.1610, found 520.1591. The reactants are CC(C)(C)OC(=O)NC(CO)C(=O)O, ClCCl, CC(C)N=C(NC(C)C)OC(C)(C)C. Product: CC(C)(C)OCC(NC(=O)OC(C)(C)C)C(=O)O. As a reaction SMILES: [C:1](=[O:2])([O:3][C:4]([CH3:5])([CH3:6])[CH3:7])[NH:8][CH:9]([CH2:10][OH:11])[C:12](=[O:13])[OH:14].[CH2:29]([Cl:30])[Cl:31].[CH:15]([NH:16][C:17](=[N:18][CH:19]([CH3:20])[CH3:25])[O:26][C:21]([CH3:22])([CH3:23])[CH3:24])([CH3:27])[CH3:28]>>[C:1](=[O:2])([O:3][C:4]([CH3:5])([CH3:6])[CH3:7])[NH:8][CH:9]([CH2:10][O:11][C:21]([CH3:22])([CH3:23])[CH3:24])[C:12](=[O:13])[OH:14]. Starting materials: O (water), C(C)(=O)OCC (ethyl acetate), C(C)(C)OC1=C(C=C2C=CNC2=C1)OC1=CC(=NC=C1)NC(C)=O (N-(4-((6-isopropoxy-1H-indol-5-yl)oxy)pyridin-2-yl)acetamide), Example 17-5, C[O-].[Na+] (sodium methoxide). Solvent: CO (methanol). Reaction conditions: temperature 70 celsius, time 3 hour. The product is C(C)(C)OC1=C(C=C2C=CNC2=C1)OC1=CC(=NC=C1)N (4-((6-Isopropoxy-1H-indol-5-yl)oxy)pyridin-2-amine). Isolated yield 66.0%. RXN SMILES: [CH:1]([O:4][C:5]1[CH:13]=[C:12]2[C:8]([CH:9]=[CH:10][NH:11]2)=[CH:7][C:6]=1[O:14][C:15]1[CH:20]=[CH:19][N:18]=[C:17]([NH:21]C(=O)C)[CH:16]=1)([CH3:3])[CH3:2].C[O-].[Na+].O.C(OCC)(=O)C>CO>[CH:1]([O:4][C:5]1[CH:13]=[C:12]2[C:8]([CH:9]=[CH:10][NH:11]2)=[CH:7][C:6]=1[O:14][C:15]1[CH:20]=[CH:19][N:18]=[C:17]([NH2:21])[CH:16]=1)([CH3:3])[CH3:2] |f:1.2|. Procedure details: N-(4-((6-isopropoxy-1H-indol-5-yl)oxy)pyridin-2-yl)acetamide described in Production Example 17-5 (116 mg, 0.357 mmol) was dissolved in methanol (2.5 mL), 28% sodium methoxide (0.728 mL) was added under nitrogen atmosphere at room temperature, and the mixture was heated and stirred at 70° C. for 3 hours. The reaction mixture was cooled to room temperature and then water and ethyl acetate were added for partition. The organic layer was washed with a saturated saline solution and then dried over a...